describe an organic reaction: reactants, conditions, products, and yield From a dataset of the Open Reaction Database (ORD), a public repository of structured organic reaction records. The reactants are COC(C1=CC(=CC=C1)COC1=CC(=CC=C1)C(CCCCC)O)=O (methyl-3-[[3-(1-hydroxyhexyl)phenoxy]methyl]benzoate), [H-].[Na+] (sodium hydride), CI (Methyl iodide). Run in CCOCC (ether), C(C)OCC (ethyl ether). Reaction conditions: time 3 day. Product: COC(C1=CC(=CC=C1)COC1=CC(=CC=C1)C(CCCCC)OC)=O (Methyl-3-[[3-(1-methoxyhexyl)phenoxy]methyl]benzoate). RXN SMILES: [H-].[Na+].[CH3:3][O:4][C:5](=[O:27])[C:6]1[CH:11]=[CH:10][CH:9]=[C:8]([CH2:12][O:13][C:14]2[CH:19]=[CH:18][CH:17]=[C:16]([CH:20]([OH:26])[CH2:21][CH2:22][CH2:23][CH2:24][CH3:25])[CH:15]=2)[CH:7]=1.[CH3:28]I>C(OCC)C>[CH3:3][O:4][C:5](=[O:27])[C:6]1[CH:11]=[CH:10][CH:9]=[C:8]([CH2:12][O:13][C:14]2[CH:19]=[CH:18][CH:17]=[C:16]([CH:20]([O:26][CH3:28])[CH2:21][CH2:22][CH2:23][CH2:24][CH3:25])[CH:15]=2)[CH:7]=1 |f:0.1|. Reported procedure: To a suspension of sodium hydride (0.5 g.) in ethyl ether at 0° C. was added methyl-3-[[3-(1-hydroxyhexyl)phenoxy]methyl]benzoate (1.7 g.) in ether. The mixture was allowed to warm to room temperature. Methyl iodide (0.6 ml) was added and the reaction was stirred at room temperature for three days. The reaction was quenched with saturated aqueous ammonium chloride. Th mixture was extracted with ethyl ether. The organic extract was washed with water, dried (MgSO4) and concentrated to an oil. The ... The reactants are CC(=O)OC(C)=O, CCOC(C)=O, CCOC(=O)C(C)c1ccc(N)cc1. Reaction SMILES: [CH3:15][C:16](=[O:17])[O:18][C:19](=[O:20])[CH3:21].[CH3:22][CH2:23][O:24][C:25](=[O:26])[CH3:27].[NH2:1][c:2]1[cH:3][cH:4][c:5]([CH:8]([C:9](=[O:10])[O:11][CH2:12][CH3:13])[CH3:14])[cH:6][cH:7]1>>[NH:1]([c:2]1[cH:3][cH:4][c:5]([CH:8]([C:9](=[O:10])[O:11][CH2:12][CH3:13])[CH3:14])[cH:6][cH:7]1)[C:16]([CH3:15])=[O:17]. Product: CCOC(=O)C(C)c1ccc(NC(C)=O)cc1.